This data is from the Open Reaction Database (ORD), a public repository of structured organic reaction records. The task is: describe an organic reaction: reactants, conditions, products, and yield Reactants: O=C1COC[C@@H](N1CC1=CC=CC=C1)C(=O)OCC (ethyl (3R)-5-oxo-4-(phenylmethyl)-3-morpholinecarboxylate). Solvent: C1CCOC1 (THF). Run at time 6 hour. Yields the product C1(=CC=CC=C1)CN1[C@H](COCC1)C(=O)OCC (Ethyl (3R)-4-(phenylmethyl)-3-morpholinecarboxylate). As a reaction SMILES: O=[C:2]1[N:7]([CH2:8][C:9]2[CH:14]=[CH:13][CH:12]=[CH:11][CH:10]=2)[C@@H:6]([C:15]([O:17][CH2:18][CH3:19])=[O:16])[CH2:5][O:4][CH2:3]1>C1COCC1>[C:9]1([CH2:8][N:7]2[CH2:2][CH2:3][O:4][CH2:5][C@@H:6]2[C:15]([O:17][CH2:18][CH3:19])=[O:16])[CH:10]=[CH:11][CH:12]=[CH:13][CH:14]=1. Procedure: The title Compound was prepared according to the procedure used by G. R. Brown, J. Chem. Soc. Perkin Trans 1, 1985, 2577, using ethyl (3R)-5-oxo-4-(phenylmethyl)-3-morpholinecarboxylate (D45, 3.64 g, 13.84 mmol) in dry THF (70 mL), cooled in an ice bath before adding borane-dimethylsulphide complex (1.84 mL, 10 M), slowly. The reaction mixture was allowed to warm up to room temperature overnight. Stirred for further six hours, added more borane-dimethylsulphide complex and stirred at R.T. over t... Reactants: CC(=O)O[BH-](OC(C)=O)OC(C)=O, O=CCCc1ccccc1, ClCCl, CC(C)(C)[Si](C)(C)OCC(CCn1ccc2ccc(N)cc21)n1cnc(C(N)=O)c1, [Na+]. The product is CC(C)(C)[Si](C)(C)OCC(CCn1ccc2ccc(NCCCc3ccccc3)cc21)n1cnc(C(N)=O)c1. RXN SMILES: [C:41]([O:42][BH-:43]([O:44][C:45](=[O:46])[CH3:47])[O:48][C:49](=[O:50])[CH3:51])(=[O:52])[CH3:53].[CH:31]([CH2:32][CH2:33][c:34]1[cH:35][cH:36][cH:37][cH:38][cH:39]1)=[O:40].[Cl:55][CH2:56][Cl:57].[NH2:1][c:2]1[cH:3][cH:4][c:5]2[cH:6][cH:7][n:8]([CH2:11][CH2:12][CH:13]([CH2:14][O:15][Si:16]([CH3:17])([CH3:18])[C:19]([CH3:20])([CH3:21])[CH3:22])[n:23]3[cH:24][n:25][c:26]([C:28](=[O:29])[NH2:30])[cH:27]3)[c:9]2[cH:10]1.[Na+:54]>>[NH:1]([c:2]1[cH:3][cH:4][c:5]2[cH:6][cH:7][n:8]([CH2:11][CH2:12][CH:13]([CH2:14][O:15][Si:16]([CH3:17])([CH3:18])[C:19]([CH3:20])([CH3:21])[CH3:22])[n:23]3[cH:24][n:25][c:26]([C:28](=[O:29])[NH2:30])[cH:27]3)[c:9]2[cH:10]1)[CH2:31][CH2:32][CH2:33][c:34]1[cH:35][cH:36][cH:37][cH:38][cH:39]1. Reactants: C(C1=CC=CC=C1)(=O)C=1C=C(C=O)C=CC1 (m-Benzoylbenzaldehyde), CSCS(=O)C (FAMSO), [OH-].[Na+] (sodium hydroxide). Solvent: O (Water). Run at temperature 95 celsius, time 70 minute. Product: CS(=O)C(=CC1=CC(=CC=C1)C(C1=CC=CC=C1)=O)SC (1-methylsulfinyl-1-methylthio-2-(m-benzoylphenyl)ethylene). RXN SMILES: [C:1]([C:9]1[CH:10]=[C:11]([CH:14]=[CH:15][CH:16]=1)[CH:12]=O)(=[O:8])[C:2]1[CH:7]=[CH:6][CH:5]=[CH:4][CH:3]=1.[CH3:17][S:18][CH2:19][S:20]([CH3:22])=[O:21].[OH-].[Na+]>O>[CH3:22][S:20]([C:19]([S:18][CH3:17])=[CH:12][C:11]1[CH:14]=[CH:15][CH:16]=[C:9]([C:1](=[O:8])[C:2]2[CH:7]=[CH:6][CH:5]=[CH:4][CH:3]=2)[CH:10]=1)=[O:21] |f:2.3|. Procedure details: m-Benzoylbenzaldehyde (902 mg) was added to 1 ml of FAMSO, and 60 mg of sodium hydroxide was added. The mixture was stirred at 95° C. for 70 minutes in an atmosphere of argon. Water (20 ml) was added, and the reaction mixture was extracted with methylene chloride. The organic layer was dried over anhydrous sodium sulfate, concentrated under reduced pressure, and chromatographed on a silica gel column using methylene chloride as an eluant to afford 1.035 g of 1-methylsulfinyl-1-methylthio-2-(m-be... The reactants are OC(COC1=CC=C(C2=C1C(C=C(O2)C)=O)CCC)C (5 -(2-Hydroxypropoxy)-2-methyl-4-oxo-8-propyl-4H-1-benzopyran), [Se](=O)=O (selenium dioxide), O1CCOCC1 (dioxan). Yields the product OC(COC1=C(OC2=C(C1)C=CC=C2)C(=O)O)C (2-hydroxypropoxy-4H-1-benzopyran-2-carboxylic acid). Reaction SMILES: [OH:1][CH:2]([CH3:20])[CH2:3][O:4][C:5]1[C:10]2C(=O)C=C(C)O[C:9]=2[C:8](CCC)=[CH:7][CH:6]=1.[Se](=O)=[O:22].[O:24]1[CH2:29][CH2:28][O:27][CH2:26][CH2:25]1>>[OH:1][CH:2]([CH3:20])[CH2:3][O:4][C:5]1[CH2:6][C:7]2[CH:8]=[CH:9][CH:10]=[CH:25][C:26]=2[O:27][C:28]=1[C:29]([OH:24])=[O:22]. Procedure: 5 -(2-Hydroxypropoxy)-2-methyl-4-oxo-8-propyl-4H-1-benzopyran (2.6 g) and selenium dioxide (1.1 g) were dissolved in 20% aqueous dioxan (150 ml) and heated at reflux for 24 hours. The suspension was filtered and the dioxan removed in vacuo. The residue was dissolved in chloroform (100 ml) and the chloroform solution extracted with saturated aqueous sodium bicarbonate. The bicarbonate extract was acidified with dilute hydrochloric acid and the resulting precipitate filtered off, washed with water... The reactants are FC(S(=O)(=O)OC1=CC=C(C=C1)CCN(C[C@H](O)C1=CC(=CC=C1)Cl)C(=O)OC(C)(C)C)(F)F (4-[2-[(tert-butoxycarbonyl)[(2R)-2-(3-chlorophenyl)-2-hydroxyethyl]amino]ethyl]phenyl trifluoromethanesulfonate), FC=1C=C(C=CC1C(=O)OC)B(O)O ([3-fluoro-4-(methoxycarbonyl)phenyl]boronic acid), C([O-])([O-])=O.[Na+].[Na+] (sodium carbonate). The reagents and catalysts are C=1C=CC(=CC1)[P](C=2C=CC=CC2)(C=3C=CC=CC3)[Pd]([P](C=4C=CC=CC4)(C=5C=CC=CC5)C=6C=CC=CC6)([P](C=7C=CC=CC7)(C=8C=CC=CC8)C=9C=CC=CC9)[P](C=1C=CC=CC1)(C=1C=CC=CC1)C=1C=CC=CC1 (tetrakis(triphenylphosphine)palladium). Solvent: COCCOC (1,2-dimethoxyethane), C(C)(=O)OCC (ethyl acetate), O (water). Conditions: temperature 80 celsius, time 2 hour. Yields the product C(C)(C)(C)OC(=O)N(CCC1=CC=C(C=C1)C1=CC(=C(C=C1)C(=O)OC)F)C[C@H](O)C1=CC(=CC=C1)Cl (methyl 4′-[2-[(tert-butoxycarbonyl)[(2R)-2-(3-chlorophenyl)-2-hydroxyethyl]amino]ethyl]-3-fluoro-1,1′-biphenyl-4-carboxylate). Isolated yield 76.1%. RXN SMILES: FC(F)(F)S(O[C:7]1[CH:12]=[CH:11][C:10]([CH2:13][CH2:14][N:15]([C:26]([O:28][C:29]([CH3:32])([CH3:31])[CH3:30])=[O:27])[CH2:16][C@@H:17]([C:19]2[CH:24]=[CH:23][CH:22]=[C:21]([Cl:25])[CH:20]=2)[OH:18])=[CH:9][CH:8]=1)(=O)=O.[F:35][C:36]1[CH:37]=[C:38](B(O)O)[CH:39]=[CH:40][C:41]=1[C:42]([O:44][CH3:45])=[O:43].C(=O)([O-])[O-].[Na+].[Na+]>COCCOC.C(OCC)(=O)C.O.C1C=CC([P]([Pd]([P](C2C=CC=CC=2)(C2C=CC=CC=2)C2C=CC=CC=2)([P](C2C=CC=CC=2)(C2C=CC=CC=2)C2C=CC=CC=2)[P](C2C=CC=CC=2)(C2C=CC=CC=2)C2C=CC=CC=2)(C2C=CC=CC=2)C2C=CC=CC=2)=CC=1>[C:29]([O:28][C:26]([N:15]([CH2:16][C@@H:17]([C:19]1[CH:24]=[CH:23][CH:22]=[C:21]([Cl:25])[CH:20]=1)[OH:18])[CH2:14][CH2:13][C:10]1[CH:11]=[CH:12][C:7]([C:38]2[CH:39]=[CH:40][C:41]([C:42]([O:44][CH3:45])=[O:43])=[C:36]([F:35])[CH:37]=2)=[CH:8][CH:9]=1)=[O:27])([CH3:31])([CH3:32])[CH3:30] |f:2.3.4,^1:71,73,92,111|. Procedure details: To a solution of 4-[2-[(tert-butoxycarbonyl)[(2R)-2-(3-chlorophenyl)-2-hydroxyethyl]amino]ethyl]phenyl trifluoromethanesulfonate (300 mg) in 1,2-dimethoxyethane (5 ml) was added [3-fluoro-4-(methoxycarbonyl)phenyl]boronic acid (125 mg), tetrakis(triphenylphosphine)palladium (53 mg) and aqueous solution of sodium carbonate (2M, 0.6 ml), and the mixture was stirred at 80° C. for 2 hours under nitrogen. The mixture was diluted with ethyl acetate and water. The organic layer was separated, washed wi...